This data is from the Open Reaction Database (ORD), a public repository of structured organic reaction records. The task is: describe an organic reaction: reactants, conditions, products, and yield Reactants: N#CN (Cyanamide), CN(C(CCSC)=O)C=1SC(=NN1)C=1C=NC=CC1 (N-methyl-3-methylsulfanyl-N-[5-(3-pyridyl)-1,3,4-thiadiazol-2-yl]propanamide), C(C)(=O)O.C(C)(=O)O.IC1=CC=CC=C1 (Iodobenzene diacetate). The solvent is C1CCOC1 (THF). Run at temperature -10 celsius, time 4 hour. Yields the product C(#N)NCCC(=O)N(C=1SC(=NN1)C=1C=NC=CC1)C (3-(cyanoamino)-N-methyl-N-[5-(3-pyridyl)-1,3,4-thiadiazol-2-yl]propanamide). Isolated yield 29.1%. As a reaction SMILES: [N:1]#[C:2][NH2:3].[CH3:4][N:5]([C:12]1[S:13][C:14]([C:17]2[CH:18]=[N:19][CH:20]=[CH:21][CH:22]=2)=[N:15][N:16]=1)[C:6](=[O:11])[CH2:7][CH2:8]SC.C(O)(=O)C.C(O)(=O)C.IC1C=CC=CC=1>C1COCC1>[C:2]([NH:3][CH2:8][CH2:7][C:6]([N:5]([CH3:4])[C:12]1[S:13][C:14]([C:17]2[CH:18]=[N:19][CH:20]=[CH:21][CH:22]=2)=[N:15][N:16]=1)=[O:11])#[N:1] |f:2.3.4|. Procedure: Cyanamide (42 mg, 1.0 mmol) and N-methyl-3-methylsulfanyl-N-[5-(3-pyridyl)-1,3,4-thiadiazol-2-yl]propanamide (294 mg, 1.0 mmol) were suspended in THF and cooled in a −10° C. bath. Iodobenzene diacetate (322 mg, 1.0 mmol) was added and the resulting suspension was stirred at for 4 h. The reaction mixture was concentrated under reduced pressure and purified by reversed phase silica chromatography eluting with an aqueous acetonitrile mobile phase to yield a white solid (84 mg, 29%): mp 155-159° C.;... Starting materials: CCOC(C)=O, CCOC(=O)Cc1cc2c([N+](=O)[O-])cccc2cn1. Yields the product CCOC(=O)Cc1cc2c(N)cccc2cn1. RXN SMILES: [CH3:20][CH2:21][O:22][C:23](=[O:24])[CH3:25].[N+:1]([O-:2])(=[O:3])[c:4]1[c:5]2[cH:6][c:7]([CH2:14][C:15](=[O:16])[O:17][CH2:18][CH3:19])[n:8][cH:9][c:10]2[cH:11][cH:12][cH:13]1>>[NH2:1][c:4]1[c:5]2[cH:6][c:7]([CH2:14][C:15](=[O:16])[O:17][CH2:18][CH3:19])[n:8][cH:9][c:10]2[cH:11][cH:12][cH:13]1. The reactants are O=C([O-])[O-], C1COCCO1, CCC(CC)n1c(C(=O)OC)cc2cnc(Cl)nc21, [Cs+], [Cs+], CC(=O)N1CCN(c2ccc(N)cc2)CC1, O=C(C=Cc1ccccc1)C=Cc1ccccc1, O=C(C=Cc1ccccc1)C=Cc1ccccc1, O=C(C=Cc1ccccc1)C=Cc1ccccc1, [Pd], [Pd]. The product is CCC(CC)n1c(C(=O)OC)cc2cnc(Nc3ccc(N4CCN(C(C)=O)CC4)cc3)nc21. RXN SMILES: [C:36](=[O:37])([O-:38])[O-:39].[CH2:42]1[O:43][CH2:44][CH2:45][O:46][CH2:47]1.[CH3:17][O:18][C:19](=[O:20])[c:21]1[cH:22][c:23]2[c:24]([n:25][c:26]([Cl:29])[n:27][cH:28]2)[n:30]1[CH:31]([CH2:32][CH3:33])[CH2:34][CH3:35].[Cs+:40].[Cs+:41].[NH2:1][c:2]1[cH:3][cH:4][c:5]([N:8]2[CH2:9][CH2:10][N:11]([C:14]([CH3:15])=[O:16])[CH2:12][CH2:13]2)[cH:6][cH:7]1.[O:50]=[C:51]([CH:52]=[CH:53][c:54]1[cH:55][cH:56][cH:57][cH:58][cH:59]1)[CH:60]=[CH:61][c:62]1[cH:63][cH:64][cH:65][cH:66][cH:67]1.[O:68]=[C:69]([CH:70]=[CH:71][c:72]1[cH:73][cH:74][cH:75][cH:76][cH:77]1)[CH:78]=[CH:79][c:80]1[cH:81][cH:82][cH:83][cH:84][cH:85]1.[O:86]=[C:87]([CH:88]=[CH:89][c:90]1[cH:91][cH:92][cH:93][cH:94][cH:95]1)[CH:96]=[CH:97][c:98]1[cH:99][cH:100][cH:101][cH:102][cH:103]1.[Pd:48].[Pd:49]>>[NH:1]([c:2]1[cH:3][cH:4][c:5]([N:8]2[CH2:9][CH2:10][N:11]([C:14]([CH3:15])=[O:16])[CH2:12][CH2:13]2)[cH:6][cH:7]1)[c:26]1[n:25][c:24]2[c:23]([cH:22][c:21]([C:19]([O:18][CH3:17])=[O:20])[n:30]2[CH:31]([CH2:32][CH3:33])[CH2:34][CH3:35])[cH:28][n:27]1. Solvent: ice water, C(C)O (ethanol). The reactants are FC1=C(C=O)C=C(C=C1)F (2,5-difluorobenzaldehyde), CC(C)(C)[N+](=O)[O-] (2-methyl-2-nitropropane), C(C)(=O)O (Acetic acid). Reported procedure: A suspension of 2,5-difluorobenzaldehyde (291.5 mg, 2.05 mmol), 2-methyl-2-nitropropane (427.3 mg, 4.14 mmol) and zinc (407.3 mg, 6.23 mmol) in ethanol (5 ml) was cooled to 0° C. in ice-water bath. Acetic acid (0.69 ml, 12.0 mmol) was added dropwise to the mixture. The mixture was gradually warmed to room temperature, stirred for 2 hours and let stand overnight. The mixture was filtered through Celite® bed and the filtrate was concentrated and purified by silica gel chromatography (hexane/ethyl ... Reaction conditions: time 2 hour. Yields the product FC1=C(C=C(C=C1)F)C=[N+]([O-])C(C)(C)C (α-(2,5-difluorophenyl)-N-t-butylnitrone). Reagents/catalysts: [Zn] (zinc). As a reaction SMILES: [F:1][C:2]1[CH:9]=[CH:8][C:7]([F:10])=[CH:6][C:3]=1[CH:4]=O.[CH3:11][C:12]([N+:15]([O-])=[O:16])([CH3:14])[CH3:13].C(O)(=O)C>C(O)C.[Zn]>[F:1][C:2]1[CH:9]=[CH:8][C:7]([F:10])=[CH:6][C:3]=1[CH:4]=[N+:15]([C:12]([CH3:14])([CH3:13])[CH3:11])[O-:16]. Isolated yield 89.9%.